From a dataset of the Open Reaction Database (ORD), a public repository of structured organic reaction records. describe an organic reaction: reactants, conditions, products, and yield Starting materials: S=C(Cl)Cl, Nc1ccc(F)cc1-c1ccccc1, C1COCCO1, O. Yields the product Fc1ccc(N=C=S)c(-c2ccccc2)c1. Reaction SMILES: [Cl:15][C:16]([Cl:17])=[S:18].[NH2:1][c:2]1[c:3](-[c:9]2[cH:10][cH:11][cH:12][cH:13][cH:14]2)[cH:4][c:5]([F:8])[cH:6][cH:7]1.[O:19]1[CH2:20][CH2:21][O:22][CH2:23][CH2:24]1.[OH2:25]>>[N:1]([c:2]1[c:3](-[c:9]2[cH:10][cH:11][cH:12][cH:13][cH:14]2)[cH:4][c:5]([F:8])[cH:6][cH:7]1)=[C:16]=[S:18]. Reactants: 17.0, ClCCN1C(=NC=C1[N+](=O)[O-])C (1-(2-chloroethyl)-2-methyl-5-nitroimidazole), C1(C=2C(C(N1)=O)=CC=CC2)=O.[K] (potassium phthalimide), [I-].[K+] (potassium iodide), CN(C=O)C (dimethylformamide), alcohol, alcohol. Run in C1(=CC=CC=C1)C (toluene). Conditions: time 16 hour. The product is CC=1N(C(=CN1)[N+](=O)[O-])CCN1C(C=2C(C1=O)=CC=CC2)=O (N-[2-(2-methyl-5-nitro-1-imidazolyl)ethyl]phthalimide). Reaction SMILES: Cl[CH2:2][CH2:3][N:4]1[C:8]([N+:9]([O-:11])=[O:10])=[CH:7][N:6]=[C:5]1[CH3:12].[C:13]1(=[O:23])[NH:17][C:16](=[O:18])[C:15]2=[CH:19][CH:20]=[CH:21][CH:22]=[C:14]12.[K].[I-].[K+].CN(C)C=O>C1(C)C=CC=CC=1>[CH3:12][C:5]1[N:4]([CH2:3][CH2:2][N:17]2[C:16](=[O:18])[C:15]3=[CH:19][CH:20]=[CH:21][CH:22]=[C:14]3[C:13]2=[O:23])[C:8]([N+:9]([O-:11])=[O:10])=[CH:7][N:6]=1 |f:1.2,3.4,^1:23|. Procedure details: A mixture of 17.0 parts of 1-(2-chloroethyl)-2-methyl-5-nitroimidazole, 18.0 parts of potassium phthalimide, and 2.0 parts of potassium iodide in 240 parts of dimethylformamide is heated in a boiling water bath for 3 hours with stirring. Stirring is then continued for 16 hours at room temperature. The resulting brown mixture is diluted with 870 parts of toluene and the toluene solution is washed with several portions of water. The toluene solution is dried over sodium sulfate and the solvent is ... The reactants are 55.2, N1=C(C=NC=C1)C(=O)OC (methyl 2-pyrazinecarboxylate), NCCO (2-aminoethanol). The solvent is C(C)(=O)OCC (ethyl acetate). Run at time 8 hour. Yields the product 54.5, OCCNC(=O)C1=NC=CN=C1 (N-(2-hydroxyethyl)-2-pyrazinecarboxamide). Isolated yield 80.0%. RXN SMILES: [N:1]1[CH:6]=[CH:5][N:4]=[CH:3][C:2]=1[C:7]([O:9]C)=O.[NH2:11][CH2:12][CH2:13][OH:14]>C(OCC)(=O)C>[OH:14][CH2:13][CH2:12][NH:11][C:7]([C:2]1[CH:3]=[N:4][CH:5]=[CH:6][N:1]=1)=[O:9]. Procedure: A mixture of 55.2 parts of methyl 2-pyrazinecarboxylate, 48.9 parts of 2-aminoethanol and 360 parts of ethyl acetate was allowed to stand overnight at room temperature. The precipitated product was filtered off, washed with ethyl acetate and dried, yielding 54.5 parts (80%) of N-(2-hydroxyethyl)-2-pyrazinecarboxamide; mp. 125° C. (intermediate 22). Starting materials: N#CC1(c2cccc(C(=O)Cl)c2)CC1, CN1CCCC1=O, CCOC(C)=O, Cc1ccc(N)cc1Oc1ccc2nc(NC(=O)C3CC3)nn2c1. The product is Cc1ccc(NC(=O)c2cccc(C3(C#N)CC3)c2)cc1Oc1ccc2nc(NC(=O)C3CC3)nn2c1. Reaction SMILES: [C:1](#[N:2])[C:3]1([c:6]2[cH:7][c:8]([C:9](=[O:10])[Cl:11])[cH:12][cH:13][cH:14]2)[CH2:4][CH2:5]1.[CH3:39][N:40]1[C:41](=[O:42])[CH2:43][CH2:44][CH2:45]1.[CH3:46][CH2:47][O:48][C:49](=[O:50])[CH3:51].[NH2:15][c:16]1[cH:17][cH:18][c:19]([CH3:38])[c:20]([O:21][c:22]2[cH:23][cH:24][c:25]3[n:26]([cH:27]2)[n:28][c:29]([NH:31][C:32](=[O:33])[CH:34]2[CH2:35][CH2:36]2)[n:30]3)[cH:37]1>>[C:1](#[N:2])[C:3]1([c:6]2[cH:7][c:8]([C:9](=[O:10])[NH:15][c:16]3[cH:17][cH:18][c:19]([CH3:38])[c:20]([O:21][c:22]4[cH:23][cH:24][c:25]5[n:26]([cH:27]4)[n:28][c:29]([NH:31][C:32](=[O:33])[CH:34]4[CH2:35][CH2:36]4)[n:30]5)[cH:37]3)[cH:12][cH:13][cH:14]2)[CH2:4][CH2:5]1. Reactants: CS(=O)(=O)C1=CC=C(N)C=C1 (4-(methylsulfonyl)aniline), C[Al](C)C (trimethylaluminum), FC1=CC=C(C#N)C=C1 (4-fluorobenzonitrile). Run in C1(=CC=CC=C1)C (toluene), C1(=CC=CC=C1)C (toluene), C(Cl)(Cl)Cl (chloroform). Run at time 2.5 hour. The product is FC1=CC=C(C=C1)C(NC1=CC=C(C=C1)S(=O)(=O)C)=N (4-fluoro-N-[4-(methylsulfonyl)phenyl]benzenecarboximidamide). Reaction SMILES: [CH3:1][S:2]([C:5]1[CH:11]=[CH:10][C:8]([NH2:9])=[CH:7][CH:6]=1)(=[O:4])=[O:3].C[Al](C)C.[F:16][C:17]1[CH:24]=[CH:23][C:20]([C:21]#[N:22])=[CH:19][CH:18]=1>C1(C)C=CC=CC=1.C(Cl)(Cl)Cl>[F:16][C:17]1[CH:24]=[CH:23][C:20]([C:21](=[NH:22])[NH:9][C:8]2[CH:10]=[CH:11][C:5]([S:2]([CH3:1])(=[O:3])=[O:4])=[CH:6][CH:7]=2)=[CH:19][CH:18]=1. Procedure: To a suspension of 4-(methylsulfonyl)aniline (10 mmol) in toluene (100 mL), trimethylaluminum (2M solution in toluene, 15 mmol) is added over 15 minutes. The reaction mixture is warmed to room temperature and stirred for 2.5 hours. A solution of 4-fluorobenzonitrile (20 mmol) in toluene (50 mL) is added over 10 minutes and the reaction mixture is heated to 80°-85° C. After 20 hours, the reaction mixture is cooled to room temperature and poured over a slurry of silica gel in chloroform. After fil...